From a dataset of the Open Reaction Database (ORD), a public repository of structured organic reaction records. describe an organic reaction: reactants, conditions, products, and yield The reactants are Br, O=C([O-])O, COC(=O)OCc1cnc(C)c(OC(=O)OC)c1, CCO, [Na+]. The product is COC(=O)OCc1cnc(C)c(O)c1. Reaction SMILES: [BrH:19].[C:20](=[O:21])([OH:22])[O-:23].[CH3:1][O:2][C:3](=[O:4])[O:5][c:6]1[c:7]([CH3:18])[n:8][cH:9][c:10]([CH2:12][O:13][C:14](=[O:15])[O:16][CH3:17])[cH:11]1.[CH3:25][CH2:26][OH:27].[Na+:24]>>[OH:5][c:6]1[c:7]([CH3:18])[n:8][cH:9][c:10]([CH2:12][O:13][C:14](=[O:15])[O:16][CH3:17])[cH:11]1. Reactants: [OH-].[Na+] (sodium hydroxide), SC1=NC2=C(N1)C=CC(=C2)OC(F)(F)F (2-mercapto-5-trifluromethoxy-1H-benzimidazole), Cl.ClCC1=NC=C(C(=C1C)OC)C (2-chloromethyl-4-methoxy-3,5-dimethylpyridine hydrochloride). The solvent is C(C)O (ethanol). Run at time 8 hour. Product: COC1=C(C(=NC=C1C)CSC1=NC2=C(N1)C=CC(=C2)OC(F)(F)F)C (2-[(4-Methoxy-3,5-dimethyl-2-pyridyl)methylthio]-5-trifluoromethoxy-1H-benzimidazole). Isolated yield 79.0%. Reaction SMILES: [OH-].[Na+].[SH:3][C:4]1[NH:8][C:7]2[CH:9]=[CH:10][C:11]([O:13][C:14]([F:17])([F:16])[F:15])=[CH:12][C:6]=2[N:5]=1.Cl.Cl[CH2:20][C:21]1[C:26]([CH3:27])=[C:25]([O:28][CH3:29])[C:24]([CH3:30])=[CH:23][N:22]=1>C(O)C>[CH3:29][O:28][C:25]1[C:24]([CH3:30])=[CH:23][N:22]=[C:21]([CH2:20][S:3][C:4]2[NH:8][C:7]3[CH:9]=[CH:10][C:11]([O:13][C:14]([F:17])([F:15])[F:16])=[CH:12][C:6]=3[N:5]=2)[C:26]=1[CH3:27] |f:0.1,3.4|. Procedure details: 5 ml of 4M sodium hydroxide solution are added dropwise to a mixture of 2.34 g of 2-mercapto-5-trifluromethoxy-1H-benzimidazole and 2.2 g of 2-chloromethyl-4-methoxy-3,5-dimethylpyridine hydrochloride in 50 ml of ethanol at room temperature and the mixture is stirred overnight at room temperature. The solvent is distilled off in vacuo, water is added, the mixture is extracted with ethyl acetate, the solution is dried and 4.3 g (95%) of the dihydrochloride of the title compound are precipitated w... Starting materials: CO, Cl, CC(=O)c1cnc2nnn(C(C)c3c(F)cc4ncccc4c3F)c2n1, NOCCO. Product: CC(=NOCCO)c1cnc2nnn(C(C)c3c(F)cc4ncccc4c3F)c2n1. RXN SMILES: [CH3:33][OH:34].[ClH:27].[F:1][c:2]1[c:3]2[cH:4][cH:5][cH:6][n:7][c:8]2[cH:9][c:10]([F:26])[c:11]1[CH:12]([CH3:13])[n:14]1[n:15][n:16][c:17]2[c:18]1[n:19][c:20]([C:23]([CH3:24])=[O:25])[cH:21][n:22]2.[NH2:28][O:29][CH2:30][CH2:31][OH:32]>>[F:1][c:2]1[c:3]2[cH:4][cH:5][cH:6][n:7][c:8]2[cH:9][c:10]([F:26])[c:11]1[CH:12]([CH3:13])[n:14]1[n:15][n:16][c:17]2[c:18]1[n:19][c:20]([C:23]([CH3:24])=[N:28][O:29][CH2:30][CH2:31][OH:32])[cH:21][n:22]2. Starting materials: S(=O)(=O)(OC)OC (Dimethyl sulfate), [H-].[Na+] (sodium hydride), oil, N12C(C(CC2CC1=O)=O)C(=O)OCC1=CC=CC=C1 (benzyl 1-azabicyclo[3.2.0]heptan-3,7-dione-2-carboxylate). The solvent is CN(P(=O)(N(C)C)N(C)C)C (hexamethylphosphoramide). Product: COC1=C(N2C(CC2C1)=O)C(=O)OCC1=CC=CC=C1 (benzyl 3 -methoxy-1-azabicyclo[3.2.0]hept-2-en-7-one-2-carboxylate). Isolated yield 20.5%. RXN SMILES: [N:1]12[C:7](=[O:8])[CH2:6][CH:5]1[CH2:4][C:3](=[O:9])[CH:2]2[C:10]([O:12][CH2:13][C:14]1[CH:19]=[CH:18][CH:17]=[CH:16][CH:15]=1)=[O:11].S(OC)(O[CH3:24])(=O)=O.[H-].[Na+]>CN(C)P(N(C)C)(N(C)C)=O>[CH3:24][O:9][C:3]1[CH2:4][CH:5]2[N:1]([C:7](=[O:8])[CH2:6]2)[C:2]=1[C:10]([O:12][CH2:13][C:14]1[CH:19]=[CH:18][CH:17]=[CH:16][CH:15]=1)=[O:11] |f:2.3|. Procedure details: A solution of benzyl 1-azabicyclo[3.2.0]heptan-3,7-dione-2-carboxylate (25.9 mg, 0.1 mMol) in anhydrous hexamethylphosphoramide (1.0 ml) is cooled in an ice-bath and stirred under a nitrogen atmosphere. Dimethyl sulfate (11.4 μl, 0.12 mMol) and 57% sodium hydride in mineral oil (5.0 mg, 0.12 mMol) are added to the solution. The cooling bath is removed and the resulting mixture is stirred at room temperature for 60 minutes. The mixture is diluted with ethyl acetate (10 ml) and water (20 ml), shak...